From a dataset of the Open Reaction Database (ORD), a public repository of structured organic reaction records. describe an organic reaction: reactants, conditions, products, and yield Reactants: [N+](=O)([O-])C1=CC=CC2=C1OCC=CC2 (9-nitro-2,5-dihydro-benzo[b]oxepine), CO (methanol), [H][H] (hydrogen). Reagents/catalysts: [Pd] (palladium on carbon). Run at time 8 hour. The product is O1C2=C(CCCC1)C=CC=C2N (2,3,4,5-tetrahydro-benzo[b]oxepin-9-ylamine). The yield is 87.0%. As a reaction SMILES: [N+:1]([C:4]1[C:9]2[O:10][CH2:11][CH:12]=[CH:13][CH2:14][C:8]=2[CH:7]=[CH:6][CH:5]=1)([O-])=O.CO.[H][H]>[Pd]>[O:10]1[CH2:11][CH2:12][CH2:13][CH2:14][C:8]2[CH:7]=[CH:6][CH:5]=[C:4]([NH2:1])[C:9]1=2. Procedure: Into a Parr pressure reactor was placed 9-nitro-2,5-dihydro-benzo[b]oxepine (200 mg, 0.001 mol) in methanol (10 mL, 0.3 mol). To this solution was added palladium on carbon 10% (10 mg). The reaction was placed under 50 psi hydrogen and shaken overnight. Reaction mixture was filtered through celite, rinsed with methanol (3×10 mL) and concentrated in vacuo to give 2,3,4,5-tetrahydro-benzo[b]oxepin-9-ylamine as an off-white solid (142 mg, 83%). The reactants are CN(C)C=O, CCOC(=O)c1c(-c2ccc(OC)c(OC)c2)c2cc(OC)c(OC)cc2[n+]([O-])c1CCl, [H-], [Na+], O, c1nc[nH]n1. Yields the product CCOC(=O)c1c(-c2ccc(OC)c(OC)c2)c2cc(OC)c(OC)cc2[n+]([O-])c1Cn1cncn1. RXN SMILES: [CH3:41][N:42]([CH3:43])[CH:44]=[O:45].[Cl:8][CH2:9][c:10]1[n+:11]([O-:39])[c:12]2[cH:13][c:14]([O:37][CH3:38])[c:15]([O:35][CH3:36])[cH:16][c:17]2[c:18](-[c:25]2[cH:26][c:27]([O:33][CH3:34])[c:28]([O:31][CH3:32])[cH:29][cH:30]2)[c:19]1[C:20](=[O:21])[O:22][CH2:23][CH3:24].[H-:1].[Na+:2].[OH2:40].[nH:3]1[n:4][cH:5][n:6][cH:7]1>>[n:3]1([CH2:9][c:10]2[n+:11]([O-:39])[c:12]3[cH:13][c:14]([O:37][CH3:38])[c:15]([O:35][CH3:36])[cH:16][c:17]3[c:18](-[c:25]3[cH:26][c:27]([O:33][CH3:34])[c:28]([O:31][CH3:32])[cH:29][cH:30]3)[c:19]2[C:20](=[O:21])[O:22][CH2:23][CH3:24])[n:4][cH:5][n:6][cH:7]1. Starting materials: FC=1C=C(C=CC1)NC(=O)C1=NC=CC=C1 (N-(3-fluorophenyl)-2-pyridinecarboxamide), [H-].[Na+] (sodium hydride), IC (iodomethane). Solvent: CN(C=O)C (dimethylformamide), CN(C=O)C (dimethylformamide). Reaction conditions: time 30 minute. The product is FC=1C=C(C=CC1)N(C(=O)C1=NC=CC=C1)C (N-(3-fluorophenyl)-N-methyl-2-pyridinecarboxamide). Isolated yield 51.7%. Reaction SMILES: [H-].[Na+].[F:3][C:4]1[CH:5]=[C:6]([NH:10][C:11]([C:13]2[CH:18]=[CH:17][CH:16]=[CH:15][N:14]=2)=[O:12])[CH:7]=[CH:8][CH:9]=1.I[CH3:20]>CN(C)C=O>[F:3][C:4]1[CH:5]=[C:6]([N:10]([CH3:20])[C:11]([C:13]2[CH:18]=[CH:17][CH:16]=[CH:15][N:14]=2)=[O:12])[CH:7]=[CH:8][CH:9]=1 |f:0.1|. Procedure details: To a suspension of 60% sodium hydride (1.76 g, 44 mmol) in dry dimethylformamide (50 mL) under nitrogen was added dropwise a solution of N-(3-fluorophenyl)-2-pyridinecarboxamide (6.87 g, 32 mmol), prepared by the process of Example 4, Step 1, in dimethylformamide (25 mL) over 30 minutes. After 30 minutes more, iodomethane (3.58 mL, 57 mmol) was added. The reaction mixture was quenched with water (500 mL), extracted with ether (3×400 mL) and further extracted with ethyl acetate (300 mL). After wa... Yields the product COC(=O)Cc1ccc(N)cc1. RXN SMILES: [CH3:15][OH:16].[CH3:17][CH2:18][O:19][C:20]([CH3:21])=[O:22].[CH3:1][O:2][C:3]([CH2:4][c:5]1[cH:6][cH:7][c:8]([N+:11]([O-:12])=[O:13])[cH:9][cH:10]1)=[O:14]>>[CH3:1][O:2][C:3]([CH2:4][c:5]1[cH:6][cH:7][c:8]([NH2:11])[cH:9][cH:10]1)=[O:14]. Starting materials: CO, CCOC(C)=O, COC(=O)Cc1ccc([N+](=O)[O-])cc1. Reactants: Cc1ccccc1, CC(C)(C)C(=O)C(C(c1ccc(Cl)cc1)n1cncn1)n1cncn1, Clc1ccc(Cl)c(Cl)c1. The product is CC(C)(C)C(=O)C(=Cc1ccc(Cl)cc1)n1cncn1. RXN SMILES: [CH3:35][c:36]1[cH:37][cH:38][cH:39][cH:40][cH:41]1.[Cl:1][c:2]1[cH:3][cH:4][c:5]([CH:8]([CH:9]([C:10]([C:11]([CH3:12])([CH3:13])[CH3:14])=[O:15])[n:16]2[n:17][cH:18][n:19][cH:20]2)[n:21]2[cH:22][n:23][cH:24][n:25]2)[cH:6][cH:7]1.[Cl:26][c:27]1[cH:28][c:29]([Cl:30])[c:31]([Cl:32])[cH:33][cH:34]1>>[Cl:1][c:2]1[cH:3][cH:4][c:5]([CH:8]=[C:9]([C:10]([C:11]([CH3:12])([CH3:13])[CH3:14])=[O:15])[n:16]2[n:17][cH:18][n:19][cH:20]2)[cH:6][cH:7]1.